From a dataset of the Open Reaction Database (ORD), a public repository of structured organic reaction records. describe an organic reaction: reactants, conditions, products, and yield The reactants are COC(=O)CCCCCCCn1c(=O)[nH]c2ccccc21, ClCc1ccc(Cl)cc1, [H-], [Na+], CN(C)C=O. The product is COC(=O)CCCCCCCn1c(=O)n(Cc2ccc(Cl)cc2)c2ccccc21. RXN SMILES: [CH3:3][O:4][C:5]([CH2:6][CH2:7][CH2:8][CH2:9][CH2:10][CH2:11][CH2:12][n:13]1[c:14](=[O:22])[nH:15][c:16]2[c:17]1[cH:18][cH:19][cH:20][cH:21]2)=[O:23].[Cl:24][c:25]1[cH:26][cH:27][c:28]([CH2:29][Cl:30])[cH:31][cH:32]1.[H-:2].[Na+:1].[O:33]=[CH:34][N:35]([CH3:36])[CH3:37]>>[CH3:3][O:4][C:5]([CH2:6][CH2:7][CH2:8][CH2:9][CH2:10][CH2:11][CH2:12][n:13]1[c:14](=[O:22])[n:15]([CH2:29][c:28]2[cH:27][cH:26][c:25]([Cl:24])[cH:32][cH:31]2)[c:16]2[c:17]1[cH:18][cH:19][cH:20][cH:21]2)=[O:23]. Starting materials: FC(C1=CC(=NO1)NC(C1=CC=CC=C1)=O)(F)F (5-trifluoromethyl-3-benzoylaminoisoxazole), Cl (hydrochloric acid). Solvent: C(CO)O (ethylene glycol). Yields the product FC(C1=CC(=NO1)N)(F)F (5-Trifluoromethyl-3-aminoisoxazole). Reaction SMILES: [F:1][C:2]([F:18])([F:17])[C:3]1[O:7][N:6]=[C:5]([NH:8]C(=O)C2C=CC=CC=2)[CH:4]=1.Cl>C(O)CO>[F:1][C:2]([F:18])([F:17])[C:3]1[O:7][N:6]=[C:5]([NH2:8])[CH:4]=1. Reported procedure: The reaction was carried out according to the same procedure as described in Example 50 except that 5-trifluoromethyl-3-benzoylaminoisoxazole (0.8738 g, 3.41 mmole), 36% hydrochloric acid (0.87 g, 8.53 mmole) and ethylene glycol (3.4 ml) were used. The product was then purified by column chromatography on silica gel to give the title compound. Yield: 0.3686 g (75.7%). The structure of this product was confirmed by NMR. Reactants: [Si](C)(C)(C(C)(C)C)O[C@@H]([C@@H](NC1=C(C(=C(C=C1)C#N)Cl)C)C1=NN=C(O1)C1=CC=C(C=C1)NC(CCC)=O)C (N-(4-(5-((1R,2R)-2-(tert-butyldimethylsilyloxy)-1-(3-chloro-4-cyano-2-methylphenylamino)propyl)-1,3,4-oxadiazol-2-yl)phenyl)butyramide), CCCC[N+](CCCC)(CCCC)CCCC.[F-] (TBAF). Run in C1CCOC1 (THF). Run at temperature 10 celsius. Product: ClC=1C(=C(C=CC1C#N)N[C@H]([C@@H](C)O)C1=NN=C(O1)C1=CC=C(C=C1)NC(CCC)=O)C (N-(4-(5-((1R,2R)-1-(3-Chloro-4-cyano-2-methylphenylamino)-2-hydroxypropyl)-1,3,4-oxadiazol-2-yl)phenyl)butyramide). Yield: 97.4%. RXN SMILES: [Si]([O:8][C@H:9]([CH3:39])[C@H:10]([C:22]1[O:26][C:25]([C:27]2[CH:32]=[CH:31][C:30]([NH:33][C:34](=[O:38])[CH2:35][CH2:36][CH3:37])=[CH:29][CH:28]=2)=[N:24][N:23]=1)[NH:11][C:12]1[CH:17]=[CH:16][C:15]([C:18]#[N:19])=[C:14]([Cl:20])[C:13]=1[CH3:21])(C(C)(C)C)(C)C.CCCC[N+](CCCC)(CCCC)CCCC.[F-]>C1COCC1>[Cl:20][C:14]1[C:13]([CH3:21])=[C:12]([NH:11][C@@H:10]([C:22]2[O:26][C:25]([C:27]3[CH:28]=[CH:29][C:30]([NH:33][C:34](=[O:38])[CH2:35][CH2:36][CH3:37])=[CH:31][CH:32]=3)=[N:24][N:23]=2)[C@H:9]([OH:8])[CH3:39])[CH:17]=[CH:16][C:15]=1[C:18]#[N:19] |f:1.2|. Procedure details: To a pre-cooled (−55° C.) solution of N-(4-(5-((1R,2R)-2-(tert-butyldimethylsilyloxy)-1-(3-chloro-4-cyano-2-methylphenylamino)propyl)-1,3,4-oxadiazol-2-yl)phenyl)butyramide (352 mg, 0.62 mmol) in THF (25 mL) was added TBAF (0.74 mL, 0.74 mmol, 1 M solution in THF) over 5 minutes. Upon complete addition the reaction mixture was allowed to warm to 10° C. over 2.5 h and quenched with sat. aq. NH4Cl (30 mL). The resulting mixture was partitioned between H2O (30 mL) and EtOAc (40 mL). The aqueous lay... Reactants: Cl (hydrochloric acid), [N+](=O)([O-])C1=C(C=CC(=C1)[N+](=O)[O-])O (2,4-dinitrophenol), C(CCCCCCCCCCCCCCCCC)Br (octadecyl bromide), C([O-])([O-])=O.[Na+].[Na+] (sodium carbonate). The solvent is CN(C=O)C (dimethylformamide), O (water). Conditions: temperature 100 celsius. Product: C(CCCCCCCCCCCCCCCCC)OC1=C(C=C(C=C1)[N+](=O)[O-])[N+](=O)[O-] (1-octadecyloxy-2,4-dinitrobenzene). Isolated yield 79.1%. Reaction SMILES: [N+:1]([C:4]1[CH:9]=[C:8]([N+:10]([O-:12])=[O:11])[CH:7]=[CH:6][C:5]=1[OH:13])([O-:3])=[O:2].[CH2:14](Br)[CH2:15][CH2:16][CH2:17][CH2:18][CH2:19][CH2:20][CH2:21][CH2:22][CH2:23][CH2:24][CH2:25][CH2:26][CH2:27][CH2:28][CH2:29][CH2:30][CH3:31].C(=O)([O-])[O-].[Na+].[Na+].Cl>O.CN(C)C=O>[CH2:31]([O:13][C:5]1[CH:6]=[CH:7][C:8]([N+:10]([O-:12])=[O:11])=[CH:9][C:4]=1[N+:1]([O-:3])=[O:2])[CH2:30][CH2:29][CH2:28][CH2:27][CH2:26][CH2:25][CH2:24][CH2:23][CH2:22][CH2:21][CH2:20][CH2:19][CH2:18][CH2:17][CH2:16][CH2:15][CH3:14] |f:2.3.4|. Reported procedure: A mixture of 2,4-dinitrophenol (85 wt %, 6.72 g, 31 mmol), octadecyl bromide (20.7 g, 62 mmol), sodium carbonate (6.57 g, 62 mmol) and dimethylformamide (31 mL) was heated to 100° C. under a nitrogen atmosphere for 22 h. The cooled mixture was diluted with water (200 mL), acidified with 10N hydrochloric acid (50 mL) and extracted with ether. The extracts were washed with water and brine, and dried over magnesium sulfate. The solvent was removed and the solid recrystallized to give 1-octadecyloxy... Starting materials: N1C=NC=C1 (imidazole), O=C=NC1CC(CN=C=O)(CC(C1)(C)C)C (isophorone diisocyanate), O=C=NC1CC(CN=C=O)(CC(C1)(C)C)C (isophorone diisocyanate), [N-]=C=O (isocyanate), C(CCCCCCCCCCC)(=O)[O-].C(CCCCCCCCCCC)(=O)[O-].C(CCC)[Sn+2]CCCC (dibutyl tin dilaurate), N1C=NC=C1 (imidazole), [N-]=C=O (Isocyanate). Solvent: O1CCCC1 (tetrahydrofuran). Reaction conditions: time 2 hour. The product is N1C=NC=C1.O=C=NC1CC(CN=C=O)(CC(C1)(C)C)C (Imidazole Isophorone Diisocyanate). As a reaction SMILES: [NH:1]1[CH:5]=[CH:4][N:3]=[CH:2]1.C([O-])(=O)CCCCCCCCCCC.C([O-])(=O)CCCCCCCCCCC.C([Sn+2]CCCC)CCC.[O:43]=[C:44]=[N:45][CH:46]1[CH2:55][C:54]([CH3:57])([CH3:56])[CH2:53][C:48]([CH3:58])([CH2:49][N:50]=[C:51]=[O:52])[CH2:47]1.[N-]=C=O>O1CCCC1>[NH:1]1[CH:5]=[CH:4][N:3]=[CH:2]1.[O:43]=[C:44]=[N:45][CH:46]1[CH2:55][C:54]([CH3:57])([CH3:56])[CH2:53][C:48]([CH3:58])([CH2:49][N:50]=[C:51]=[O:52])[CH2:47]1 |f:1.2.3,7.8|. Reported procedure: In a three-neck flask, provided with a magnetic stirrer, thermometer, and dropping funnel, there was placed 17.1 grams (0.25 moles) imidazole, 75 ml tetrahydrofuran, and 0.1 gram dibutyl tin dilaurate. After this material was mixed and the imidazole dissolved, 27.9 grams (0.125 moles) of isophorone diisocyanate was added dropwise while keeping the temperature between about 18°-25° C. with an ice water bath. After the isophorone diisocyanate was added, the solution was stirred for two hours and t... Starting materials: S(=O)(O)[O-].[Na+] (sodium hydrogensulfite), four-mouth, potassium iodide starch, COC1C(CCCC1)O ((RS)-2-methoxycyclohexanol), aqueous solution, Cl[O-].[Na+] (sodium hypochlorite), COC1C(CCCC1)O ((RS)-2-methoxycyclohexanol), aqueous solution, S(O)(O)(=O)=O (sulfuric acid). Run in ClCCl (dichloromethane). Conditions: temperature 22.5 celsius, time 30 minute. Yields the product COC1C(CCCC1)=O ((RS)-2-methoxycyclohexanone). The yield is 90.0%. As a reaction SMILES: [CH3:1][O:2][CH:3]1[CH2:8][CH2:7][CH2:6][CH2:5][CH:4]1[OH:9].S(=O)(=O)(O)O.Cl[O-].[Na+].S([O-])(O)=O.[Na+]>ClCCl>[CH3:1][O:2][CH:3]1[CH2:8][CH2:7][CH2:6][CH2:5][C:4]1=[O:9] |f:2.3,4.5|. Reported procedure: A 500-ml four-mouth flask equipped with a thermometer, dropping funnel, condenser, and stirrer was charged with 13.0 g (0.1 mol) of (RS)-2-methoxycyclohexanol, 7 g of dichloromethane, and 30 g of 10% aqueous solution of sulfuric acid (30 mmol). The reactants were stirred at 20-25° C. The flask was further charged with 60 g of aqueous solution of sodium hypochlorite containing 12.1% effective chlorine over about 1 hour. Stirring was continued for 30 minutes. The reaction solution was analyzed by ...